Task: describe an organic reaction: reactants, conditions, products, and yield. Dataset: the Open Reaction Database (ORD), a public repository of structured organic reaction records Reactants: C1(CCCC1)N1CCC(CC1)CCCC(=N)NO (4-(1-cyclopentylpiperidin-4-yl)-N-hydroxybutyramidine), ClC1=CC=C(C(=O)Cl)C=C1 (4-chlorobenzoyl chloride). Product: Cl.C1(CCCC1)N1CCC(CC1)CCCC1=NOC(=N1)C1=CC=C(C=C1)Cl (1-Cyclopentyl-4-{3-[5-(4-chlorophenyl)[1,2,4]oxadiazol-3-yl]propyl}piperidine, hydrochloride). As a reaction SMILES: [CH:1]1([N:6]2[CH2:11][CH2:10][CH:9]([CH2:12][CH2:13][CH2:14][C:15]([NH:17][OH:18])=[NH:16])[CH2:8][CH2:7]2)[CH2:5][CH2:4][CH2:3][CH2:2]1.[Cl:19][C:20]1[CH:28]=[CH:27][C:23]([C:24](Cl)=O)=[CH:22][CH:21]=1>>[ClH:19].[CH:1]1([N:6]2[CH2:7][CH2:8][CH:9]([CH2:12][CH2:13][CH2:14][C:15]3[N:16]=[C:24]([C:23]4[CH:27]=[CH:28][C:20]([Cl:19])=[CH:21][CH:22]=4)[O:18][N:17]=3)[CH2:10][CH2:11]2)[CH2:2][CH2:3][CH2:4][CH2:5]1 |f:2.3|. Procedure details: The title compound was prepared by a similar procedure to that described in Example 3, starting from 4-(1-cyclopentylpiperidin-4-yl)-N-hydroxybutyramidine and 4-chlorobenzoyl chloride. Starting materials: [OH-].[Na+] (NaOH), FC(C(CC#N)=O)(C)C (4-fluoro-4-methyl-3-oxopentanenitrile), [OH-].[Na+] (sodium hydroxide), S(=O)(=O)(O)O.NO (hydroxylamine sulfate). The solvent is O.CCO (water EtOH). Reaction conditions: temperature 80 celsius. Product: FC(C)(C)C1=NOC(=C1)N (3-(2-fluoropropan-2-yl)isoxazol-5-amine). Isolated yield 34.7%. Reaction SMILES: [F:1][C:2]([CH3:9])([CH3:8])[C:3](=O)[CH2:4][C:5]#[N:6].[OH-:10].[Na+].S(O)(O)(=O)=O.[NH2:17]O>O.CCO>[F:1][C:2]([C:3]1[CH:4]=[C:5]([NH2:6])[O:10][N:17]=1)([CH3:9])[CH3:8] |f:1.2,3.4,5.6|. Procedure: To a stirred solution of 4-fluoro-4-methyl-3-oxopentanenitrile from Step 1 (12.9 g, 0.1 mol) and sodium hydroxide (8.20 g, 0.11 mol) in 1:1 water/EtOH (184 mL) was added hydroxylamine sulfate (17.23 g, 0.11 mol). The mixture was adjusted to pH 7.5 with 1N NaOH, then heated at 80° C. for 15 h. After cooling to rt, the mixture was concentrated to dryness under reduced pressure. The resulting solid was partitioned between water and dichloromethane, and the separated organic layer was washed with br...